The task is: describe an organic reaction: reactants, conditions, products, and yield. This data is from the Open Reaction Database (ORD), a public repository of structured organic reaction records. The reactants are ClC=1C=CC2=C(C=C(O2)C2=CC=CC=C2)C1 (5-Chloro-2-phenylbenzofuran), C(C1=CC=C(C=C1)OC)(=O)Cl (p-anisoyl chloride). The product is ClC=1C=CC2=C(C(=C(O2)C2=CC=CC=C2)C(C2=CC=C(C=C2)OC)=O)C1 (5-chloro-3-(4-methoxybenzoyl)-2-phenylbenzofuran). As a reaction SMILES: [Cl:1][C:2]1[CH:3]=[CH:4][C:5]2[O:9][C:8]([C:10]3[CH:15]=[CH:14][CH:13]=[CH:12][CH:11]=3)=[CH:7][C:6]=2[CH:16]=1.[C:17](Cl)(=[O:26])[C:18]1[CH:23]=[CH:22][C:21]([O:24][CH3:25])=[CH:20][CH:19]=1>>[Cl:1][C:2]1[CH:3]=[CH:4][C:5]2[O:9][C:8]([C:10]3[CH:15]=[CH:14][CH:13]=[CH:12][CH:11]=3)=[C:7]([C:17](=[O:26])[C:18]3[CH:23]=[CH:22][C:21]([O:24][CH3:25])=[CH:20][CH:19]=3)[C:6]=2[CH:16]=1. Reported procedure: 5-Chloro-2-phenylbenzofuran is acylated with a p-anisoyl chloride according to the procedure described in Example 5 to give 5-chloro-3-(4-methoxybenzoyl)-2-phenylbenzofuran. Reactants: CCO, Cl, Cl, NO, [Na+], [OH-], O, CC12CC(=O)C3C(CCC4CC(O)CCC43C)C1CCC2C(=O)O. Yields the product CC12CC(=NO)C3C(CCC4CC(O)CCC43C)C1CCC2C(=O)O. Reaction SMILES: [CH3:31][CH2:32][OH:33].[ClH:1].[ClH:30].[NH2:2][OH:3].[Na+:5].[OH-:4].[OH2:34].[OH:6][CH:7]1[CH2:8][CH:9]2[CH2:10][CH2:11][CH:12]3[CH:13]4[CH2:14][CH2:15][CH:16]([C:27](=[O:28])[OH:29])[C:17]4([CH3:18])[CH2:19][C:20](=[O:26])[CH:21]3[C:22]2([CH3:25])[CH2:23][CH2:24]1>>[N:2]([OH:3])=[C:20]1[CH2:19][C:17]2([CH3:18])[CH:13]([CH:12]3[CH2:11][CH2:10][CH:9]4[CH2:8][CH:7]([OH:6])[CH2:24][CH2:23][C:22]4([CH3:25])[CH:21]31)[CH2:14][CH2:15][CH:16]2[C:27](=[O:28])[OH:29]. Run in ClCCl (dichloromethane), CCOCC (ether). Isolated yield 33.3%. Starting materials: S(=O)(=O)([O-])[O-].C(CCC)[N+](CCCC)(CCCC)CCCC.C(CCC)[N+](CCCC)(CCCC)CCCC (Tetrabutyl ammonium sulfate), BrCC1=CC=C(C(=O)OC(C)(C)C)C=C1 (1,1-dimethylethyl 4-bromomethylbenzoate), [OH-].[Na+] (sodium hydroxide), C(C1=CC=CC=C1)OC(CN=C(C1=CC=CC=C1)C1=CC=CC=C1)=O (2-[(diphenylmethylene)amino]acetic acid benzyl ester). Product: C(C1=CC=CC=C1)OC(CCC1=CC=C(C=C1)C(=O)OC(C)(C)C)=O (3-[4-[(1,1-dimethylethoxy)carbonyl]phenyl]propanoic acid benzyl ester). Reaction SMILES: S([O-])([O-])(=O)=O.C([N+](CCCC)(CCCC)CCCC)CCC.C([N+](CCCC)(CCCC)CCCC)CCC.[OH-].[Na+].[CH2:42]([O:49][C:50](=[O:66])[CH2:51]N=C(C1C=CC=CC=1)C1C=CC=CC=1)[C:43]1[CH:48]=[CH:47][CH:46]=[CH:45][CH:44]=1.Br[CH2:68][C:69]1[CH:81]=[CH:80][C:72]([C:73]([O:75][C:76]([CH3:79])([CH3:78])[CH3:77])=[O:74])=[CH:71][CH:70]=1>ClCCl.CCOCC>[CH2:42]([O:49][C:50](=[O:66])[CH2:51][CH2:68][C:69]1[CH:70]=[CH:71][C:72]([C:73]([O:75][C:76]([CH3:79])([CH3:78])[CH3:77])=[O:74])=[CH:80][CH:81]=1)[C:43]1[CH:44]=[CH:45][CH:46]=[CH:47][CH:48]=1 |f:0.1.2,3.4|. Reported procedure: Tetrabutyl ammonium sulfate (3.0 g, 9 mmol) was added to a biphasic mixture consisting of 10% aqueous sodium hydroxide (75 mL), 2-[(diphenylmethylene)amino]acetic acid benzyl ester (3.05 g, 9.3 mmol) and 1,1-dimethylethyl 4-bromomethylbenzoate (3.0 g, 9 mmol) in dichloromethane (58 mL). After several hours of vigorous stirring at room temperature, the reaction mixture was diluted with ether (300 mL) and the layers were separated. The organic layer was washed with water (3×30 mL), dried (K2CO3) a... The reactants are [Li]CCCC (n-BuLi), C1C=C(C2=CC=CC=C12)N1CCCCC1 (1-(1H-inden-3-yl)piperidine), [Li]CCCC (n-BuLi). Run in CCCCCC (hexane). Reaction conditions: time 24 hour. Yields the product N1(CCCCC1)C1=CC(C2=CC=CC=C12)[Li] ((3-(1-piperidinyl)-1H-indenyl)lithium). The yield is 95.0%. As a reaction SMILES: [CH2:1]1[C:9]2[C:4](=[CH:5][CH:6]=[CH:7][CH:8]=2)[C:3]([N:10]2[CH2:15][CH2:14][CH2:13][CH2:12][CH2:11]2)=[CH:2]1.[Li:16]CCCC>CCCCCC>[N:10]1([C:3]2[C:4]3[C:9](=[CH:8][CH:7]=[CH:6][CH:5]=3)[CH:1]([Li:16])[CH:2]=2)[CH2:11][CH2:12][CH2:13][CH2:14][CH2:15]1. Procedure: 1-(1H-inden-3-yl)piperidine (3.00 g, 15.1 mmol) was dissolved in 75 mL of hexane and 7.1 mL of 2.5 M n-BuLi (1.09 eq) was added dropwise via syringe over a 5 minute period. The solution developed a yellow precipitate upon the addition of the first 0.5 mL of n-BuLi. The resulting slurry was allowed to stir 24 hours. After this time the solid was filtered, washed with 50 mL of hexane and allowed to dry in vacuo overnight to afford the desired anion as a yellow solid (2.96 g, 14.3 mmol) in 95 perce... Reactants: COc1ccc2[nH]cc(CCCC(=O)O)c2c1, CC(C)N=C=NC(C)C, COc1ccc2c(c1)OC(CN)CO2, Cl, CN(C)C=O, O, On1nnc2ccccc21. Product: COc1ccc2c(c1)OC(CNCCCCc1c[nH]c3ccc(OC)cc13)CO2. Reaction SMILES: [CH3:1][O:2][c:3]1[cH:4][c:5]2[c:6]([CH2:12][CH2:13][CH2:14][C:15]([OH:16])=[O:17])[cH:7][nH:8][c:9]2[cH:10][cH:11]1.[CH3:29][CH:30]([N:31]=[C:32]=[N:33][CH:34]([CH3:35])[CH3:36])[CH3:37].[CH3:39][O:40][c:41]1[cH:42][cH:43][c:44]2[c:45]([cH:52]1)[O:46][CH:47]([CH2:50][NH2:51])[CH2:48][O:49]2.[ClH:38].[O:53]=[CH:54][N:55]([CH3:56])[CH3:57].[OH2:18].[OH:19][n:20]1[c:21]2[cH:22][cH:23][cH:24][cH:25][c:26]2[n:27][n:28]1>>[CH3:1][O:2][c:3]1[cH:4][c:5]2[c:6]([CH2:12][CH2:13][CH2:14][CH2:15][NH:51][CH2:50][CH:47]3[O:46][c:45]4[c:44]([cH:43][cH:42][c:41]([O:40][CH3:39])[cH:52]4)[O:49][CH2:48]3)[cH:7][nH:8][c:9]2[cH:10][cH:11]1. Yields the product O=C1OC2(CN3CCC2CC3)CN1c1ccc(-c2cscn2)s1. Starting materials: O=C1OC2(CN3CCC2CC3)CN1c1ccc(Br)s1, CCCC[Sn](CCCC)(CCCC)c1cscn1. As a reaction SMILES: [Br:1][c:2]1[cH:3][cH:4][c:5]([N:7]2[C:8](=[O:19])[O:9][C:10]3([CH2:11][N:12]4[CH2:13][CH2:14][CH:15]3[CH2:16][CH2:17]4)[CH2:18]2)[s:6]1.[CH2:20]([Sn:21]([CH2:22][CH2:23][CH2:24][CH3:30])([c:25]1[n:26][cH:27][s:28][cH:29]1)[CH2:31][CH2:32][CH2:33][CH3:34])[CH2:35][CH2:36][CH3:37]>>[c:2]1(-[c:25]2[n:26][cH:27][s:28][cH:29]2)[cH:3][cH:4][c:5]([N:7]2[C:8](=[O:19])[O:9][C:10]3([CH2:11][N:12]4[CH2:13][CH2:14][CH:15]3[CH2:16][CH2:17]4)[CH2:18]2)[s:6]1. Reactants: [H][H] (Hydrogen), [H][H] (hydrogen), OC1=CC=C(C=CC(=O)O)C=C1 (4-hydroxycinnamic acid). The reagents and catalysts are [Pd] (Pd/C). Run in CO (MeOH). Run at time 2 hour. The product is OC1=CC=C(C=C1)CCC(=O)O (3-[4-hydroxy phenyl]propionic acid). Yield: 94.2%. Reaction SMILES: [OH:1][C:2]1[CH:12]=[CH:11][C:5]([CH:6]=[CH:7][C:8]([OH:10])=[O:9])=[CH:4][CH:3]=1.[H][H]>CO.[Pd]>[OH:1][C:2]1[CH:3]=[CH:4][C:5]([CH2:6][CH2:7][C:8]([OH:10])=[O:9])=[CH:11][CH:12]=1. Procedure: 10% Pd/C (60 mg) was added to a stirred solution of 4-hydroxycinnamic acid (325 mg, 1.98 mmol) in MeOH (15 mL) under an inert atmosphere. Hydrogen gas was then passed through the reaction mixture by means of a hydrogen filled bladder and the mixture was stirred at room temperature for 2 hrs. The reaction mixture was filtered over celite and the celite was washed with MeOH. The filtrate was collected and concentrated under reduced pressure to afford 310 mg (94.5% yield) of 3-[4-hydroxy phenyl]pro... Starting materials: Cc1cc(Br)ccc1C(=O)Cl, O=C([O-])[O-], CCN(C=O)CC, CN(C)C=O, [K+], [K+], c1cnc2c(c1)CNc1ccccc1N2. The product is Cc1cc(Br)ccc1C(=O)N1Cc2cccnc2Nc2ccccc21. As a reaction SMILES: [Br:22][c:23]1[cH:24][c:25]([CH3:32])[c:26]([C:27](=[O:28])[Cl:29])[cH:30][cH:31]1.[C:16](=[O:17])([O-:18])[O-:19].[CH2:38]([N:39]([CH2:40][CH3:41])[CH:42]=[O:43])[CH3:44].[CH3:33][N:34]([CH3:35])[CH:36]=[O:37].[K+:20].[K+:21].[n:1]1[cH:2][cH:3][cH:4][c:5]2[c:6]1[NH:7][c:8]1[c:9]([cH:12][cH:13][cH:14][cH:15]1)[NH:10][CH2:11]2>>[n:1]1[cH:2][cH:3][cH:4][c:5]2[c:6]1[NH:7][c:8]1[c:9]([cH:12][cH:13][cH:14][cH:15]1)[N:10]([C:27]([c:26]1[c:25]([CH3:32])[cH:24][c:23]([Br:22])[cH:31][cH:30]1)=[O:28])[CH2:11]2. Starting materials: COC(=O)C(Nc1ccc(C#N)cc1)c1cc(OC)c(OCc2ccccc2)cc1[N+](=O)[O-], C1CCOC1. The product is COC(=O)C(Nc1ccc(C#N)cc1)c1cc(OC)c(OCc2ccccc2)cc1N. As a reaction SMILES: [CH2:1]([c:2]1[cH:3][cH:4][cH:5][cH:6][cH:7]1)[O:8][c:9]1[cH:10][c:11]([N+:31]([O-:32])=[O:33])[c:12]([CH:17]([C:18](=[O:19])[O:20][CH3:21])[NH:22][c:23]2[cH:24][cH:25][c:26]([C:29]#[N:30])[cH:27][cH:28]2)[cH:13][c:14]1[O:15][CH3:16].[CH2:34]1[O:35][CH2:36][CH2:37][CH2:38]1>>[CH2:1]([c:2]1[cH:3][cH:4][cH:5][cH:6][cH:7]1)[O:8][c:9]1[cH:10][c:11]([NH2:31])[c:12]([CH:17]([C:18](=[O:19])[O:20][CH3:21])[NH:22][c:23]2[cH:24][cH:25][c:26]([C:29]#[N:30])[cH:27][cH:28]2)[cH:13][c:14]1[O:15][CH3:16]. The reactants are ClC=1C(=CC(=C(N)C1)S(=O)(=N)C1=CC=CC=C1)S(N)(=O)=O (5-chloro-2-(phenylsulfonimidoyl)-4-sulfamylaniline), C(=O)(N1C=NC=C1)N1C=NC=C1 (1,1'-carbonyldiimidazole). The solvent is ClC1=C(C=CC=C1)Cl (o-dichlorobenzene). The product is ClC=1C(=CC2=C(NC(NS2(C2=CC=CC=C2)=O)=O)C1)S(N)(=O)=O (6-Chloro-1-phenyl-7-sulfamyl-1,2,4-benzothiadiazine3(4H)-one-1-oxide). As a reaction SMILES: [Cl:1][C:2]1[C:3]([S:18](=[O:21])(=[O:20])[NH2:19])=[CH:4][C:5]([S:9]([C:12]2[CH:17]=[CH:16][CH:15]=[CH:14][CH:13]=2)(=[NH:11])=[O:10])=[C:6]([CH:8]=1)[NH2:7].[C:22](N1C=CN=C1)(N1C=CN=C1)=[O:23]>ClC1C=CC=CC=1Cl>[Cl:1][C:2]1[C:3]([S:18](=[O:21])(=[O:20])[NH2:19])=[CH:4][C:5]2[SH:9](=[O:10])([C:12]3[CH:13]=[CH:14][CH:15]=[CH:16][CH:17]=3)[NH:11][C:22](=[O:23])[NH:7][C:6]=2[CH:8]=1. Procedure details: A stirred mixture of 34.5 g (0.1 mole) of 5-chloro-2-(phenylsulfonimidoyl)-4-sulfamylaniline and 16.2 g (0.1 mol) of 1,1'-carbonyldiimidazole in 500 ml. of o-dichlorobenzene is heated under reflux conditions for 2 hours, filtered, and cooled, yielding the product.